describe an organic reaction: reactants, conditions, products, and yield From a dataset of the Open Reaction Database (ORD), a public repository of structured organic reaction records. Starting materials: P(Br)(Br)Br (phosphorus tribromide), ClC1=CC=C(C=C1)CCCO (3-(p-chlorophenyl)-1-propanol), [OH-].[Na+] (sodium hydroxide). The solvent is C1(=CC=CC=C1)C (toluene), C1(=CC=CC=C1)C (toluene). Reaction conditions: temperature 90 celsius, time 3 hour. Yields the product ClC1=CC=C(C=C1)CCCBr (3-(p-chlorophenyl)-1-propyl bromide). Isolated yield 83.2%. Reaction SMILES: [Cl:1][C:2]1[CH:7]=[CH:6][C:5]([CH2:8][CH2:9][CH2:10]O)=[CH:4][CH:3]=1.P(Br)(Br)[Br:13].[OH-].[Na+]>C1(C)C=CC=CC=1>[Cl:1][C:2]1[CH:7]=[CH:6][C:5]([CH2:8][CH2:9][CH2:10][Br:13])=[CH:4][CH:3]=1 |f:2.3|. Reported procedure: 66.0 g (387 mmol) of 3-(p-chlorophenyl)-1-propanol was dissolved in 350 ml of toluene, and a solution having 105 g (387 mmol) of phosphorus tribromide dissolved in 50 ml of toluene, was dropwise added thereto. After the dropwise addition, the internal temperature of the reaction solution was raised to 90° C. and returned to room temperature 3 hours later. 250 ml of a 1N sodium hydroxide aqueous solution was added thereto, followed by shaking. Then, the solution was left to stand still for liquid... Reactants: ClC1=NC(=C2N=CN(C2=N1)C1OCCCC1)N1CCOCC1 (4-(2-chloro-9-(tetrahydro-2H-pyran-2-yl)-9H-purin-6-yl)morpholine), hexanes, CN(C)C=O (DMF), solution, [Li]CCCC (n-BuLi). The solvent is C1CCOC1 (THF). Run at temperature -78 celsius, time 45 minute. Product: ClC1=NC(=C2N=C(N(C2=N1)C1OCCCC1)C=O)N1CCOCC1 (2-chloro-6-morpholino-9-(tetrahydro-2H-pyran-2-yl)-9H-purine-8-carbaldehyde). Yield: 51.7%. RXN SMILES: [Cl:1][C:2]1[N:10]=[C:9]2[C:5]([N:6]=[CH:7][N:8]2[CH:11]2[CH2:16][CH2:15][CH2:14][CH2:13][O:12]2)=[C:4]([N:17]2[CH2:22][CH2:21][O:20][CH2:19][CH2:18]2)[N:3]=1.[Li]CCCC.CN([CH:31]=[O:32])C>C1COCC1>[Cl:1][C:2]1[N:10]=[C:9]2[C:5]([N:6]=[C:7]([CH:31]=[O:32])[N:8]2[CH:11]2[CH2:16][CH2:15][CH2:14][CH2:13][O:12]2)=[C:4]([N:17]2[CH2:22][CH2:21][O:20][CH2:19][CH2:18]2)[N:3]=1. Reported procedure: To a solution of 4-(2-chloro-9-(tetrahydro-2H-pyran-2-yl)-9H-purin-6-yl)morpholine (1.96 g, 6.05 mmol) in THF (75 mL) was a 2.5 M solution of n-BuLi in hexanes (3.2 mL, 7.9 mmol) at −78° C. The reaction mixture was then stirred at −78° C. for 45 minutes. DMF (0.94 mL, 12.1 mmol) was then added. The resulting mixture was stirred at −78° C. for 2 hours before being poured slowly onto ice. The mixture was then extracted three times with DCM. The combined extracts were washed with water, dried over ... Starting materials: CC(=O)C (acetone), I(=O)(=O)(=O)[O-].[Na+] (sodium periodate), FC1=C(C=C2C(=C(C(C2=C1)=CC1=CC=C(C=C1)SC)C)CC(=O)O)OC (6-fluoro-5-methoxy-2-methyl-1-(p-methylthiobenzylidene)-3-indenylacetic acid). Run in O (water), CO (methanol). Reaction conditions: time 8 hour. Product: FC1=C(C=C2C(=C(C(C2=C1)=CC1=CC=C(C=C1)S(=O)C)C)CC(=O)O)OC (6-fluoro-5-methoxy-2-methyl-1-(p-methylsulfinyl-benzylidene)-3-indenylacetic acid). Reaction SMILES: I([O-])(=O)(=O)=O.[Na+].[F:7][C:8]1[CH:16]=[C:15]2[C:11]([C:12]([CH2:27][C:28]([OH:30])=[O:29])=[C:13]([CH3:26])[C:14]2=[CH:17][C:18]2[CH:23]=[CH:22][C:21]([S:24][CH3:25])=[CH:20][CH:19]=2)=[CH:10][C:9]=1[O:31][CH3:32].CC(C)=[O:35]>O.CO>[F:7][C:8]1[CH:16]=[C:15]2[C:11]([C:12]([CH2:27][C:28]([OH:30])=[O:29])=[C:13]([CH3:26])[C:14]2=[CH:17][C:18]2[CH:23]=[CH:22][C:21]([S:24]([CH3:25])=[O:35])=[CH:20][CH:19]=2)=[CH:10][C:9]=1[O:31][CH3:32] |f:0.1|. Procedure: A solution of sodium periodate, 4.28 g (20 mol) in 40 ml of water is added dropwise to 6-fluoro-5-methoxy-2-methyl-1-(p-methylthiobenzylidene)-3-indenylacetic acid, 3.70 g (10 mmol) in 300 ml methanol and enough acetone to cause solution. This solution is stirred overnight at room temperature and filtered. The filtrate is evaporated at 30° to a small volume which causes the product to precipitate. The suspension is diluted with several volumes of water, and is cooled. Collected crystals are wash... Reactants: CO, COc1ccc(C=O)cc1, Cl, Cl, NO, [Na+], [OH-]. Yields the product COc1ccc(C=NO)cc1. RXN SMILES: [CH3:17][OH:18].[CH3:1][O:2][c:3]1[cH:4][cH:5][c:6]([CH:7]=[O:8])[cH:9][cH:10]1.[ClH:11].[ClH:16].[NH2:12][OH:13].[Na+:15].[OH-:14]>>[CH3:1][O:2][c:3]1[cH:4][cH:5][c:6]([CH:7]=[N:12][OH:13])[cH:9][cH:10]1. The reactants are C[C@@H](C[C@H](C#CC)O)CCCC(C)C (6(R),10-dimethyl-undecan-2-yn-4(R)-ol), [N+](=O)([O-])C=1C=C(C(=O)O)C=C(C1)[N+](=O)[O-] (3,5-dinitrobenzoic acid), C1(=CC=C(C=C1)S(=O)(=O)Cl)C (p-toluenesulfonyl chloride). The solvent is N1=CC=CC=C1 (pyridine). Product: [N+](=O)([O-])C=1C=C(C(=O)O[C@@H](C#CC)C[C@@H](CCCC(C)C)C)C=C(C1)[N+](=O)[O-] (6(R),10-Dimethyl-undecan-2-yn-4(R)-ol 3,5-dinitrobenzoate). Reaction SMILES: [CH3:1][C@H:2]([CH2:9][CH2:10][CH2:11][CH:12]([CH3:14])[CH3:13])[CH2:3][C@@H:4]([OH:8])[C:5]#[C:6][CH3:7].[N+:15]([C:18]1[CH:19]=[C:20]([CH:24]=[C:25]([N+:27]([O-:29])=[O:28])[CH:26]=1)[C:21](O)=[O:22])([O-:17])=[O:16].C1(C)C=CC(S(Cl)(=O)=O)=CC=1>N1C=CC=CC=1>[N+:15]([C:18]1[CH:19]=[C:20]([CH:24]=[C:25]([N+:27]([O-:29])=[O:28])[CH:26]=1)[C:21]([O:8][C@H:4]([CH2:3][C@H:2]([CH3:1])[CH2:9][CH2:10][CH2:11][CH:12]([CH3:14])[CH3:13])[C:5]#[C:6][CH3:7])=[O:22])([O-:17])=[O:16]. Procedure: This compound was prepared similar to the method described in Example 44 from 4.22 g (21.6 mmol) of 6(R),10-dimethyl-undecan-2-yn-4(R)-ol, 4.58 g (21.6 mmol) of 3,5-dinitrobenzoic acid and 8.25 g (43.2 mmol) of p-toluenesulfonyl chloride in dry pyridine (total 55 ml) at 4° C. for 31/2 hr. It was worked up as described in Example 44 to give after recrystallization once from methanol 6.73 g (84.2%) of pure 6(R),10-dimethyl-undecan-2-yn-4(R)-ol 3,5-dinitrobenzoate, m.p. 90°-91°. Starting materials: O=C([O-])[O-], O=C(Cl)c1ccccc1, [K+], [K+], NC1CN(C2CCCCC2)CC1O. The product is O=C(NC1CN(C2CCCCC2)CC1O)c1ccccc1. RXN SMILES: [C:14](=[O:15])([O-:16])[O-:17].[C:20]([c:21]1[cH:22][cH:23][cH:24][cH:25][cH:26]1)(=[O:27])[Cl:28].[K+:18].[K+:19].[NH2:1][CH:2]1[CH:3]([OH:13])[CH2:4][N:5]([CH:7]2[CH2:8][CH2:9][CH2:10][CH2:11][CH2:12]2)[CH2:6]1>>[NH:1]([CH:2]1[CH:3]([OH:13])[CH2:4][N:5]([CH:7]2[CH2:8][CH2:9][CH2:10][CH2:11][CH2:12]2)[CH2:6]1)[C:20]([c:21]1[cH:22][cH:23][cH:24][cH:25][cH:26]1)=[O:27]. Starting materials: ClC1=CC(=C(C(=N1)OC)C=O)I (6-chloro-4-iodo-2-methoxy-3-pyridinecarboxaldehyde), C(C)[SiH](CC)CC (triethylsilane), CO (methanol), FC(C(=O)O)(F)F (trifluoroacetic acid), C(=O)(O)[O-].[Na+] (NaHCO3). Solvent: CCOCC (ether). Reaction conditions: temperature 25 celsius, time 14 hour. Yields the product ClC1=NC(=C(C(=C1)I)COC)OC (2-chloro-4-iodo-6-methoxy-5-(methoxymethyl)pyridine). RXN SMILES: [Cl:1][C:2]1[N:7]=[C:6]([O:8][CH3:9])[C:5]([CH:10]=[O:11])=[C:4]([I:12])[CH:3]=1.[CH2:13]([SiH](CC)CC)C.CO.FC(F)(F)C(O)=O.C([O-])(O)=O.[Na+]>CCOCC>[Cl:1][C:2]1[CH:3]=[C:4]([I:12])[C:5]([CH2:10][O:11][CH3:13])=[C:6]([O:8][CH3:9])[N:7]=1 |f:4.5|. Reported procedure: To a mixture of 6-chloro-4-iodo-2-methoxy-3-pyridinecarboxaldehyde (1.07 g, 3.60 mmol), triethylsilane (0.86 mL, 5.40 mmol) and methanol (0.43 mL, 10.6 mmol) at 0° C. was added trifluoroacetic acid (2.2 mL, 28.6 mmol), and the resulting solution was stirred at 25° C. for 14 h. After dilution with ether (30 mL), saturated NaHCO3 was added until the aqueous phase was rendered basic. The aqueous layer was extracted with ether (10 mL), and the combined ether layers were washed with water (10 mL) and... Starting materials: NC1=NC=2CC(CC(C2C=N1)=O)C1=CC=C(C=C1)Cl (2-amino-7-(4-chloro-phenyl)-7,8-dihydro-6H-quinazolin-5-one), CN(C)C=C1C(CC(CC1=O)C=1SC=CC1)=O (2-dimethylaminomethylene-5-thien-2-yl-cyclohexane-1,3-dione), Cl.NC(=N)N (guanidine hydrochloride), C([O-])([O-])=O.[Na+].[Na+] (sodium carbonate). Yields the product NC1=NC=2CC(CC(C2C=N1)=O)C=1SC=CC1 (2-Amino-7-thien-2-yl-7,8-dihydro-6H-quinazolin-5-one). RXN SMILES: CN([CH:4]=[C:5]1[C:10](=O)[CH2:9][CH:8]([C:12]2[S:13][CH:14]=[CH:15][CH:16]=2)[CH2:7][C:6]1=[O:17])C.Cl.[NH2:19][C:20]([NH2:22])=[NH:21].C(=O)([O-])[O-].[Na+].[Na+].NC1N=CC2C(=O)CC(C3C=CC(Cl)=CC=3)CC=2N=1>>[NH2:21][C:20]1[N:22]=[CH:4][C:5]2[C:6](=[O:17])[CH2:7][CH:8]([C:12]3[S:13][CH:14]=[CH:15][CH:16]=3)[CH2:9][C:10]=2[N:19]=1 |f:1.2,3.4.5|. Procedure details: The title compound was prepared from 2-dimethylaminomethylene-5-thien-2-yl-cyclohexane-1,3-dione (267 mg, 1.09 mmol) from stage 1, guanidine hydrochloride (205 mg, 2.14 mmol) and sodium carbonate (342 mg, 3.21 mmol), following the procedure described for the synthesis of 2-amino-7-(4-chloro-phenyl)-7,8-dihydro-6H-quinazolin-5-one (example 2/a stage 2) except that the mixture was heated to reflux for 16 h.